From a dataset of the Open Reaction Database (ORD), a public repository of structured organic reaction records. describe an organic reaction: reactants, conditions, products, and yield The reactants are ClC=1C(=CC(=C(C(=O)OC)C1)F)C (methyl 5-chloro-2-fluoro-4-methylbenzoate), [OH-].[Na+] (sodium hydroxide). The solvent is O1CCOCC1.O (dioxane water). Conditions: time 18 hour. Product: ClC=1C(=CC(=C(C(=O)O)C1)F)C (5-Chloro-2-fluoro-4-methylbenzoic acid). Isolated yield 84.0%. Reaction SMILES: [Cl:1][C:2]1[C:3]([CH3:13])=[CH:4][C:5]([F:12])=[C:6]([CH:11]=1)[C:7]([O:9]C)=[O:8].[OH-].[Na+]>O1CCOCC1.O>[Cl:1][C:2]1[C:3]([CH3:13])=[CH:4][C:5]([F:12])=[C:6]([CH:11]=1)[C:7]([OH:9])=[O:8] |f:1.2,3.4|. Procedure: To a stirred solution of methyl 5-chloro-2-fluoro-4-methylbenzoate (Preparation 12, 340 mg, 1.68 mmol) in dioxane/water (5:1, 12 mL) was added a sodium hydroxide solution (5 M, 1.63 mL, 8.39 mmol). The reaction mixture was stirred at room temperature for 18 hours and then evaporated in vacuo. The resulting residue was suspended in water and extracted with diethyl ether (3×20 mL). The aqueous layer was separated, cooled in an ice bath, acidified with aqueous hydrochloric acid (6 M) and then extra... Reactants: O=C([O-])O, ClCc1cn2c(n1)CN=C(c1ccccn1)c1cc(Cl)ccc1-2, [Na+], C1COCCO1, O. Yields the product OCc1cn2c(n1)CN=C(c1ccccn1)c1cc(Cl)ccc1-2. Reaction SMILES: [C:24]([OH:25])(=[O:26])[O-:27].[Cl:1][CH2:2][c:3]1[n:4][c:5]2[n:6]([cH:23]1)-[c:7]1[c:8]([cH:18][c:19]([Cl:22])[cH:20][cH:21]1)[C:9]([c:12]1[n:13][cH:14][cH:15][cH:16][cH:17]1)=[N:10][CH2:11]2.[Na+:28].[O:29]1[CH2:30][CH2:31][O:32][CH2:33][CH2:34]1.[OH2:35]>>[CH2:2]([c:3]1[n:4][c:5]2[n:6]([cH:23]1)-[c:7]1[c:8]([cH:18][c:19]([Cl:22])[cH:20][cH:21]1)[C:9]([c:12]1[n:13][cH:14][cH:15][cH:16][cH:17]1)=[N:10][CH2:11]2)[OH:25]. The reactants are ON=C(N)C=1C=C(C(=O)NCC2(CCOCC2)C=2SC=C(N2)C2=CC=CC=C2)C=CC1 (3-(N′-Hydroxycarbamimidoyl)-N-((4-(4-phenylthiazol-2-yl)tetrahydro-2H-pyran-4-yl)methyl)benzamide), ClC(C(=O)OCC)=O (Ethyl chlorooxoacetate). The solvent is N1=CC=CC=C1 (pyridine). Reaction conditions: temperature 0 celsius. The product is C1(=CC=CC=C1)C=1N=C(SC1)C1(CCOCC1)CNC(=O)C=1C=C(C=CC1)C1=NOC(=N1)C(=O)OCC (ethyl 3-(3-(((4-(4-phenylthiazol-2-yl)tetrahydro-2H-pyran-4-yl)methyl)carbamoyl)phenyl)-1,2,4-oxadiazole-5-carboxylate). Yield: 84.2%. RXN SMILES: [OH:1][N:2]=[C:3]([C:5]1[CH:6]=[C:7]([CH:29]=[CH:30][CH:31]=1)[C:8]([NH:10][CH2:11][C:12]1([C:18]2[S:19][CH:20]=[C:21]([C:23]3[CH:28]=[CH:27][CH:26]=[CH:25][CH:24]=3)[N:22]=2)[CH2:17][CH2:16][O:15][CH2:14][CH2:13]1)=[O:9])[NH2:4].Cl[C:33](=O)[C:34]([O:36][CH2:37][CH3:38])=[O:35]>N1C=CC=CC=1>[C:23]1([C:21]2[N:22]=[C:18]([C:12]3([CH2:11][NH:10][C:8]([C:7]4[CH:6]=[C:5]([C:3]5[N:4]=[C:33]([C:34]([O:36][CH2:37][CH3:38])=[O:35])[O:1][N:2]=5)[CH:31]=[CH:30][CH:29]=4)=[O:9])[CH2:17][CH2:16][O:15][CH2:14][CH2:13]3)[S:19][CH:20]=2)[CH:24]=[CH:25][CH:26]=[CH:27][CH:28]=1. Procedure: 3-(N′-Hydroxycarbamimidoyl)-N-((4-(4-phenylthiazol-2-yl)tetrahydro-2H-pyran-4-yl)methyl)benzamide (6.8 g, 15.57 mmol) was dissolved in anhydrous pyridine (68 mL) and the reaction mixture was cooled to 0° C. Ethyl chlorooxoacetate (5.2 mL, 46.73 mmol) was added dropwise, and the reaction mixture was heated at 60° C. for 1 h, quenched with 1.5N HCl solution, and diluted with EtOAc. The organic layer was washed with water and brine, dried over anhydrous sodium sulfate and concentrated under reduced... Reactants: C(C(C)C)C1=CC=C(CCl)C=C1 (4-isobutylbenzyl chloride), Cl (hydrochloric acid), C(C)(C)(C)OC(=O)NC=1C=C(C(=O)C2=CN(C3=CC=CC=C23)CCCC(=O)OCC)C=C(C1)NC(=O)OC(C)(C)C (ethyl 4-[3-[3,5-bis[tertbutoxycarbonylamino)benzoyl]indol-1-yl]butyrate), [H-].[Na+] (sodium hydride). Solvent: CN(C=O)C (N,N-dimethylformamide), C(C)(=O)OCC (ethyl acetate), CN(C=O)C (N,N-dimethylformamide), CN(C=O)C (N,N-dimethylformamide). Conditions: temperature 0 celsius, time 30 minute. Yields the product C(C(C)C)C1=CC=C(CN(C(=O)OC(C)(C)C)C=2C=C(C(=O)C3=CN(C4=CC=CC=C34)CCCC(=O)OCC)C=C(C2)N(CC2=CC=C(C=C2)CC(C)C)C(=O)OC(C)(C)C)C=C1 (ethyl 4-[3-[3,5-bis[N-(4-isobutylbenzyl)-N-tert-butoxycarbonyl- amino]benzoyl]indol-1-yl]butyrate). Yield: 34.1%. Reaction SMILES: [C:1]([O:5][C:6]([NH:8][C:9]1[CH:10]=[C:11]([CH:31]=[C:32]([NH:34][C:35]([O:37][C:38]([CH3:41])([CH3:40])[CH3:39])=[O:36])[CH:33]=1)[C:12]([C:14]1[C:22]2[C:17](=[CH:18][CH:19]=[CH:20][CH:21]=2)[N:16]([CH2:23][CH2:24][CH2:25][C:26]([O:28][CH2:29][CH3:30])=[O:27])[CH:15]=1)=[O:13])=[O:7])([CH3:4])([CH3:3])[CH3:2].[H-].[Na+].[CH2:44]([C:48]1[CH:55]=[CH:54][C:51]([CH2:52]Cl)=[CH:50][CH:49]=1)[CH:45]([CH3:47])[CH3:46].Cl>CN(C)C=O.C(OCC)(=O)C>[CH2:44]([C:48]1[CH:55]=[CH:54][C:51]([CH2:52][N:34]([C:32]2[CH:31]=[C:11]([CH:10]=[C:9]([N:8]([C:6]([O:5][C:1]([CH3:4])([CH3:2])[CH3:3])=[O:7])[CH2:52][C:51]3[CH:54]=[CH:55][C:48]([CH2:44][CH:45]([CH3:47])[CH3:46])=[CH:49][CH:50]=3)[CH:33]=2)[C:12]([C:14]2[C:22]3[C:17](=[CH:18][CH:19]=[CH:20][CH:21]=3)[N:16]([CH2:23][CH2:24][CH2:25][C:26]([O:28][CH2:29][CH3:30])=[O:27])[CH:15]=2)=[O:13])[C:35]([O:37][C:38]([CH3:40])([CH3:39])[CH3:41])=[O:36])=[CH:50][CH:49]=1)[CH:45]([CH3:47])[CH3:46] |f:1.2|. Procedure details: A solution of ethyl 4-[3-[3,5-bis[tertbutoxycarbonylamino)benzoyl]indol-1-yl]butyrate (300 mg) in N,N-dimethylformamide (5 ml) was added to a suspension of sodium hydride (60% dispersion in mineral oil, 54 mg) in N,N-dimethylformamide (5 ml) at 0° C. The mixture was stirred at 0° C. for 30 minutes, and a solution of 4-isobutylbenzyl chloride (388 mg) in N,N-dimethylformamide (5 ml) was added at 0° C. The reaction mixture was stirred at 0° C. for 3 hours, and poured into a mixture of 0.1N hydroch... The reactants are CC(=O)O, CCO, Cl, NO, Nc1nc(Cl)c(C=O)c(Cl)n1. Product: Nc1nc(Cl)c(C=NO)c(Cl)n1. Reaction SMILES: [CH3:12][C:13](=[O:14])[OH:15].[CH3:19][CH2:20][OH:21].[ClH:16].[NH2:17][OH:18].[NH2:1][c:2]1[n:3][c:4]([Cl:11])[c:5]([CH:9]=[O:10])[c:6]([Cl:8])[n:7]1>>[NH2:1][c:2]1[n:3][c:4]([Cl:11])[c:5]([CH:9]=[N:17][OH:18])[c:6]([Cl:8])[n:7]1. Starting materials: CC1=C(C=C(OCC(C)=O)C=C1)[N+](=O)[O-] (1-(4-methyl-3-nitrophenoxy)-2-propanone). The reagents and catalysts are [Pd] (palladium on carbon). Solvent: O1CCOCC1 (dioxane). Conditions: time 6 hour. Yields the product NC1=CC2=C(C(=CO2)C)C=C1C (6-amino-3,5-dimethylbenzofuran). As a reaction SMILES: [CH3:1][C:2]1[CH:12]=[CH:11][C:5]([O:6][CH2:7][C:8](=O)[CH3:9])=[CH:4][C:3]=1[N+:13]([O-])=O>[Pd].O1CCOCC1>[NH2:13][C:3]1[C:2]([CH3:1])=[CH:12][C:11]2[C:8]([CH3:9])=[CH:7][O:6][C:5]=2[CH:4]=1. Procedure details: A mixture of 96.2 g (0.46 mole) of 1-(4-methyl-3-nitrophenoxy)-2-propanone, 10 g of 5% palladium on carbon and 960 ml of dioxane is hydrogenated for 6 hours at room temperature. The catalyst is subsequently filtered off and the filtrate is concentrated by evaporation in vacuo. The resulting residue is taken up in 2.5 liters of ethanol, 400 ml of concentrated hydrochloric acid are added and the whole is boiled under reflux for 30 hours. The ethanol is removed in vacuo and the residue is diluted w... Reactants: Cl.FC1([C@@H](O[C@@H]([C@H]1O)CO)N1C(=O)N=C(N)C=C1)F (2'-deoxy-2',2'-difluorocytidine, hydrochloride), C1(CCC(=O)O1)=O (succinic anhydride). Solvent: N1=CC=CC=C1 (pyridine). Run at time 1.5 hour. Product: C(=O)(O)CCC(=O)OC[C@@H]1[C@H](C([C@@H](O1)N1C(=O)N=C(N)C=C1)(F)F)O (5'-O-(3-Carboxy-1-oxopropyl)-2'-deoxy-2',2'-difluorocytidine). RXN SMILES: Cl.[F:2][C:3]1([F:19])[C@H:7]([OH:8])[C@@H:6]([CH2:9][OH:10])[O:5][C@H:4]1[N:11]1[CH:18]=[CH:17][C:15]([NH2:16])=[N:14][C:12]1=[O:13].[C:20]1(=[O:26])[O:25][C:23](=[O:24])[CH2:22][CH2:21]1>N1C=CC=CC=1>[C:23]([CH2:22][CH2:21][C:20]([O:10][CH2:9][C@H:6]1[O:5][C@@H:4]([N:11]2[CH:18]=[CH:17][C:15]([NH2:16])=[N:14][C:12]2=[O:13])[C:3]([F:2])([F:19])[C@@H:7]1[OH:8])=[O:26])([OH:25])=[O:24] |f:0.1|. Procedure details: A 600 mg portion of dry 2'-deoxy-2',2'-difluorocytidine, hydrochloride, was added to 6 ml of dry pyridine, and 804 mg of succinic anhydride was added. The reaction mixture was stirred at ambient temperature for 1.5 hours. The mixture was then concentrated to an oil under vacuum, and the oil was stored overnight in the freezer. It was then allowed to stand at ambient temperature for 4 hours, and was chromatographed over a 500 ml Q-Sepharose column (Pharmacia Inc.). The oil was dissolved in 6 ml o... The reactants are COC1=CC2=CC=CC=C2C=C1NC(OC1=CC=CC=C1)=O (Phenyl N-(2-methoxynaphth-3-yl)carbamate), COC=1C=C(C=C(C1)OC)N1CCNCC1 (1-(3,5-dimethoxyphenyl)piperazine). Product: COC1=CC2=CC=CC=C2C=C1NC(=O)N1CCN(CC1)C1=CC(=CC(=C1)OC)OC (1-[(2-Methoxynaphth-3-yl)aminocarbonyl]-4-(3,5-dimethoxyphenyl)piperazine). The yield is 74.5%. As a reaction SMILES: [CH3:1][O:2][C:3]1[C:12]([NH:13][C:14](=[O:22])OC2C=CC=CC=2)=[CH:11][C:10]2[C:5](=[CH:6][CH:7]=[CH:8][CH:9]=2)[CH:4]=1.[CH3:23][O:24][C:25]1[CH:26]=[C:27]([N:33]2[CH2:38][CH2:37][NH:36][CH2:35][CH2:34]2)[CH:28]=[C:29]([O:31][CH3:32])[CH:30]=1>>[CH3:1][O:2][C:3]1[C:12]([NH:13][C:14]([N:36]2[CH2:35][CH2:34][N:33]([C:27]3[CH:26]=[C:25]([O:24][CH3:23])[CH:30]=[C:29]([O:31][CH3:32])[CH:28]=3)[CH2:38][CH2:37]2)=[O:22])=[CH:11][C:10]2[C:5](=[CH:6][CH:7]=[CH:8][CH:9]=2)[CH:4]=1. Reported procedure: Phenyl N-(2-methoxynaphth-3-yl)carbamate and 1-(3,5-dimethoxyphenyl)piperazine were reacted by the same way with the example 86 to obtain the titled compound. The reactants are BrCC1CCCCO1, CN(C)c1ccc(-c2cccc3c2C2(COc4cc5c(cc42)OCO5)C(=O)N3)cn1, CC(C)c1nc(CCl)cs1, O=C1Nc2ccccc2C12COc1cc3c(cc12)CCO3. The product is CC(C)c1nc(CN2C(=O)C3(COc4cc5c(cc43)OCO5)c3c(-c4ccc(N(C)C)nc4)cccc32)cs1. RXN SMILES: [Br:11][CH2:12][CH:13]1[CH2:14][CH2:15][CH2:16][CH2:17][O:18]1.[CH3:19][N:20]([c:21]1[cH:22][cH:23][c:24](-[c:27]2[c:28]3[c:29]([cH:30][cH:31][cH:32]2)[NH:33][C:34](=[O:47])[C:35]32[CH2:36][O:37][c:38]3[c:39]2[cH:40][c:41]2[c:42]([cH:46]3)[O:43][CH2:44][O:45]2)[cH:25][n:26]1)[CH3:48].[Cl:1][CH2:2][c:3]1[n:4][c:5]([CH:8]([CH3:9])[CH3:10])[s:6][cH:7]1.[NH:49]1[c:50]2[c:51]([cH:52][cH:53][cH:54][cH:55]2)[C:56]2([CH2:57][O:58][c:59]3[cH:60][c:61]4[c:62]([cH:63][c:64]32)[CH2:65][CH2:66][O:67]4)[C:68]1=[O:69]>>[CH2:2]([c:3]1[n:4][c:5]([CH:8]([CH3:9])[CH3:10])[s:6][cH:7]1)[N:33]1[c:29]2[c:28]([c:27](-[c:24]3[cH:23][cH:22][c:21]([N:20]([CH3:19])[CH3:48])[n:26][cH:25]3)[cH:32][cH:31][cH:30]2)[C:35]2([C:34]1=[O:47])[CH2:36][O:37][c:38]1[c:39]2[cH:40][c:41]2[c:42]([cH:46]1)[O:43][CH2:44][O:45]2. Starting materials: O=C1CCC(=O)N1Br, O=C(OOC(=O)c1ccccc1)c1ccccc1, ClC(Cl)(Cl)Cl, CCOC(=O)c1sc(-c2ccc(Cl)cc2)nc1C. The product is CCOC(=O)c1sc(-c2ccc(Cl)cc2)nc1CBr. As a reaction SMILES: [Br:19][N:20]1[C:21](=[O:22])[CH2:23][CH2:24][C:25]1=[O:26].[C:27]([O:28][O:29][C:30](=[O:31])[c:32]1[cH:33][cH:34][cH:35][cH:36][cH:37]1)(=[O:38])[c:39]1[cH:40][cH:41][cH:42][cH:43][cH:44]1.[C:45]([Cl:46])([Cl:47])([Cl:48])[Cl:49].[CH2:1]([CH3:2])[O:3][C:4](=[O:5])[c:6]1[c:7]([CH3:18])[n:8][c:9](-[c:11]2[cH:12][cH:13][c:14]([Cl:17])[cH:15][cH:16]2)[s:10]1>>[CH2:1]([CH3:2])[O:3][C:4](=[O:5])[c:6]1[c:7]([CH2:18][Br:19])[n:8][c:9](-[c:11]2[cH:12][cH:13][c:14]([Cl:17])[cH:15][cH:16]2)[s:10]1.